Dataset: the Open Reaction Database (ORD), a public repository of structured organic reaction records. Task: describe an organic reaction: reactants, conditions, products, and yield The reactants are ClC1=CC(=C(C=C1)C=1C(=CSC1)C1=CC=C(C=C1)O)OC (4-(4-(4-chloro-2-methoxyphenyl)thiophen-3-yl)phenol), [H-].[Na+] (NaH), ClCOC (chloro(methoxy) methane). Solvent: C1CCOC1 (THF). Conditions: time 0.5 hour. Yields the product ClC1=CC(=C(C=C1)C1=CSC=C1C1=CC=C(C=C1)OCOC)OC (3-(4-chloro-2-methoxyphenyl)-4-(4-(methoxymethoxy)phenyl)thiophene). The yield is 95.0%. RXN SMILES: [Cl:1][C:2]1[CH:7]=[CH:6][C:5]([C:8]2[C:9]([C:13]3[CH:18]=[CH:17][C:16]([OH:19])=[CH:15][CH:14]=3)=[CH:10][S:11][CH:12]=2)=[C:4]([O:20][CH3:21])[CH:3]=1.[H-].[Na+].Cl[CH2:25][O:26][CH3:27]>C1COCC1>[Cl:1][C:2]1[CH:7]=[CH:6][C:5]([C:8]2[C:9]([C:13]3[CH:18]=[CH:17][C:16]([O:19][CH2:25][O:26][CH3:27])=[CH:15][CH:14]=3)=[CH:10][S:11][CH:12]=2)=[C:4]([O:20][CH3:21])[CH:3]=1 |f:1.2|. Procedure: To a solution of 4-(4-(4-chloro-2-methoxyphenyl)thiophen-3-yl)phenol (700 mg, 2.1 mmol) in anhydrous THF (5 mL) was added NaH (90 mg, 2.3 mmol) at 0° C. After the mixture was stirred at the temperature for 0.5 h, chloro(methoxy) methane (184 mg, 2.3 mmol) was added. The mixture was stirred at 0° C. for 1 hour, and at room temperature for 2 hours. When TLC indicated the starting material was consumed, the mixture was quenched with water, and extracted with EtOAc. The organic layer was dried over ... Starting materials: C(C)(C)(C)C1=CN=C(S1)NC(C1=C(C=CC(=C1)Cl)OC)=O (N-(5-tert-butylthiazol-2-yl)-5-chloro-2-methoxybenzamide), [H-].[Na+] (sodium hydride), O (water), ClCC=1N=C(SC1)C (4-(chloromethyl)-2-methylthiazole). The solvent is CN(C=O)C (N,N-dimethylformamide). Conditions: time 15 minute. The product is C(C)(C)(C)C1=CN(/C(/S1)=N/C(C1=C(C=CC(=C1)Cl)OC)=O)CC=1N=C(SC1)C ((Z)-N-(5-tert-butyl-3-((2-methylthiazol-4-yl)methyl)thiazol-2(3H)-ylidene)-5-chloro-2-methoxybenzamide). RXN SMILES: [C:1]([C:5]1[S:9][C:8]([NH:10][C:11](=[O:21])[C:12]2[CH:17]=[C:16]([Cl:18])[CH:15]=[CH:14][C:13]=2[O:19][CH3:20])=[N:7][CH:6]=1)([CH3:4])([CH3:3])[CH3:2].[H-].[Na+].Cl[CH2:25][C:26]1[N:27]=[C:28]([CH3:31])[S:29][CH:30]=1.O>CN(C)C=O>[C:1]([C:5]1[S:9]/[C:8](=[N:10]\[C:11](=[O:21])[C:12]2[CH:17]=[C:16]([Cl:18])[CH:15]=[CH:14][C:13]=2[O:19][CH3:20])/[N:7]([CH2:25][C:26]2[N:27]=[C:28]([CH3:31])[S:29][CH:30]=2)[CH:6]=1)([CH3:4])([CH3:2])[CH3:3] |f:1.2|. Reported procedure: To a solution of Example 74B (0.79 g, 2.43 mmol) in N,N-dimethylformamide (20 mL) was added sodium hydride (Aldrich, 98 mg, 2.43 mmol) and the reaction mixture was stirred for 15 min and 4-(chloromethyl)-2-methylthiazole (0.36 g, 2.43 mmol) was added. The reaction mixture was stirred at room temperature for 18 hr, poured into water (75 mL) and then extracted with EtOAc (75 mL). The organic layer was washed with water (2×75 mL), dried over anhydrous MgSO4, filtered and concentrated under reduced ... Reactants: N(=C=O)CC (Isocyanatoethane), FC(C=1C=C(C=CC1)S(=O)(=O)N1C[C@H](CC1)ON)(F)F ((S)—O-(1-(3-(trifluoromethyl)phenylsulfonyl)pyrrolidin-3-yl)hydroxyl amine), N1=CC=CC=C1 (pyridine). Solvent: C(Cl)Cl (CH2Cl2). Conditions: time 17 hour. Product: C(C)NC(=O)NO[C@@H]1CN(CC1)S(=O)(=O)C1=CC(=CC=C1)C(F)(F)F ((S)-1-ethyl-3-(1-(3-(trifluoromethyl)phenylsulfonyl)pyrrolidin-3-yloxy)urea). The yield is 78.7%. RXN SMILES: [N:1]([CH2:4][CH3:5])=[C:2]=[O:3].[F:6][C:7]([F:25])([F:24])[C:8]1[CH:9]=[C:10]([S:14]([N:17]2[CH2:21][CH2:20][C@H:19]([O:22][NH2:23])[CH2:18]2)(=[O:16])=[O:15])[CH:11]=[CH:12][CH:13]=1.N1C=CC=CC=1>C(Cl)Cl>[CH2:4]([NH:1][C:2]([NH:23][O:22][C@H:19]1[CH2:20][CH2:21][N:17]([S:14]([C:10]2[CH:11]=[CH:12][CH:13]=[C:8]([C:7]([F:25])([F:6])[F:24])[CH:9]=2)(=[O:15])=[O:16])[CH2:18]1)=[O:3])[CH3:5]. Procedure details: Isocyanatoethane (36.0 mg, 0.5 mmol) was added to a solution of (S)—O-(1-(3-(trifluoromethyl)phenylsulfonyl)pyrrolidin-3-yl)hydroxyl amine (155 mg, 0.5 mmol) and pyridine (119 mg, 1.5 mmol) in CH2Cl2 (8 ml), and the whole was stirred at room temperature for 17 hours. The reaction mixture was washed with aqueous 0.1 N HCl solution (10 ml), H2O (20 ml×3) and brine (20 ml), dried over Na2SO4, filtered and concentrated in vacuo. The residue was purified by column chromatography (ethyl acetate/petrol... Starting materials: C(C)OC(=O)C=1NC2=C(C=CC=C2C1CCCOS(=O)(=O)C1=CC=C(C=C1)C)C1=C(C=C(C=C1)C(=O)OC)C (7-(4-methoxycarbonyl-2-methyl-phenyl)-3-(3-(toluene-4-sulfonyloxy)-propyl)-1H-indole-2-carboxylic acid ethyl ester), ClC1=C(C=C(C(=C1)Cl)Cl)O (2,4,5-trichlorophenol), C(=O)([O-])[O-].[Cs+].[Cs+] (Cs2CO3). Run in CN(C)C=O (DMF), C(C)(=O)OCC (ethyl acetate). Reaction conditions: time 8 hour. Yields the product C(=O)(O)C1=CC(=C(C=C1)C=1C=CC=C2C(=C(NC12)C(=O)O)CCCOC1=C(C=C(C(=C1)Cl)Cl)Cl)C (7-(4-carboxy-2-methylphenyl)-3-(3-(2,4,5-trichlorophenoxy)propyl)-1H-indole-2-carboxylic acid). RXN SMILES: C([O:3][C:4]([C:6]1[NH:7][C:8]2[C:13]([C:14]=1[CH2:15][CH2:16][CH2:17]OS(C1C=CC(C)=CC=1)(=O)=O)=[CH:12][CH:11]=[CH:10][C:9]=2[C:29]1[CH:34]=[CH:33][C:32]([C:35]([O:37]C)=[O:36])=[CH:31][C:30]=1[CH3:39])=[O:5])C.[Cl:40][C:41]1[CH:46]=[C:45]([Cl:47])[C:44]([Cl:48])=[CH:43][C:42]=1[OH:49].C([O-])([O-])=O.[Cs+].[Cs+]>CN(C=O)C.C(OCC)(=O)C>[C:35]([C:32]1[CH:33]=[CH:34][C:29]([C:9]2[CH:10]=[CH:11][CH:12]=[C:13]3[C:8]=2[NH:7][C:6]([C:4]([OH:5])=[O:3])=[C:14]3[CH2:15][CH2:16][CH2:17][O:49][C:42]2[CH:43]=[C:44]([Cl:48])[C:45]([Cl:47])=[CH:46][C:41]=2[Cl:40])=[C:30]([CH3:39])[CH:31]=1)([OH:37])=[O:36] |f:2.3.4|. Procedure: To a mixture of EXAMPLE 127C (60 mg) in DMF (1 mL) was added 2,4,5-trichlorophenol (43 mg) and Cs2CO3 (500 mg). The mixture was stirred at room temperature overnight, diluted with ethyl acetate (150 mL), and washed with water and brine. After drying over Na2SO4, the combined organic layers were concentrated, and the concentrate was saponified with LiOH as described in EXAMPLE 65B. 1H NMR (300 MHz, DMSO-d6) δ 12.92 (m, 1H), 10.88 (s, 1H), 7.89 (s, 1H), 7.82 (m, 2H), 7.38 (s, 1H), 7.32 (d, 1H), 7.... The reactants are COC(CC[C@H]1N(C[C@@H](C1)SCC1=CC=C(C=C1)OC)S(=O)(=O)C1=CC2=CC=CC=C2C=C1)=O ((2R,4R)-3-[4-(4-Methoxy-benzylsulfanyl)-1-(naphthalene-2-sulfonyl)-pyrrolidin-2-yl]-propionic acid methyl ester), [OH-].[Na+] (NaOH), Cl (HCl). Solvent: CCO (EtOH). The product is COC1=CC=C(CS[C@@H]2C[C@H](N(C2)S(=O)(=O)C2=CC3=CC=CC=C3C=C2)CCC(=O)O)C=C1 ((2R,4R)-3-[4-(4-Methoxy-benzylsulfanyl)-1-(naphthalene-2-sulfonyl)-pyrrolidin-2-yl]-propionic acid). Yield: 94.6%. Reaction SMILES: C[O:2][C:3](=[O:34])[CH2:4][CH2:5][C@@H:6]1[CH2:10][C@@H:9]([S:11][CH2:12][C:13]2[CH:18]=[CH:17][C:16]([O:19][CH3:20])=[CH:15][CH:14]=2)[CH2:8][N:7]1[S:21]([C:24]1[CH:33]=[CH:32][C:31]2[C:26](=[CH:27][CH:28]=[CH:29][CH:30]=2)[CH:25]=1)(=[O:23])=[O:22].[OH-].[Na+].Cl>CCO>[CH3:20][O:19][C:16]1[CH:15]=[CH:14][C:13]([CH2:12][S:11][C@H:9]2[CH2:8][N:7]([S:21]([C:24]3[CH:33]=[CH:32][C:31]4[C:26](=[CH:27][CH:28]=[CH:29][CH:30]=4)[CH:25]=3)(=[O:23])=[O:22])[C@H:6]([CH2:5][CH2:4][C:3]([OH:34])=[O:2])[CH2:10]2)=[CH:18][CH:17]=1 |f:1.2|. Procedure details: 185 mg (0.37 mmol, 1eq) (2R,4R)-3-[4-(4-Methoxy-benzylsulfanyl)-1-(naphthalene-2-sulfonyl)-pyrrolidin-2-yl]-propionic acid methyl ester in 5 ml EtOH were treated with 1.85 ml 1M NaOH (1.85 mmol, 5 eq) for 2 h at RT, the pH was adjusted to 7 by the addition of 1M HCl, the solvent was evaporated and the crude product redissolved in EtOH and filtered from solids and evaporated, yielding 170 mg (94%) (2R,4R)-3-[4-(4-Methoxy-benzylsulfanyl)-1-(naphthalene-2-sulfonyl)-pyrrolidin-2-yl]-propionic acid a... Reactants: C1(=CC=CC=C1)C=1NC2=CC=CC=C2C1 (2-phenylindole), COC1=CC=C(C=C1)C1OC(=O)C2=CC(=CC=C12)N(C)C (3-(p-methoxyphenyl)-6-dimethylaminophthalide). The product is C(C)N(C=1C=C(C=CC1)C1OC(=O)C2=CC(=CC=C12)N(C)C)CC (3-(m-diethylaminophenyl)-6-dimethylaminophthalide), CN(C1=CC=CC=C1)C (dimethylaniline), COC1=CC=C(C=C1)C1(OC(=O)C2=CC(=CC=C12)N(C)C)C1=C(NC2=CC=CC=C12)C1=CC=CC=C1 (3-(p-methoxyphenyl)-3-(2-phenylindole-3-yl)-6-dimethylaminophthalide). Reaction SMILES: [CH3:1][O:2][C:3]1[CH:8]=[CH:7][C:6]([CH:9]2[C:18]3[C:13](=[CH:14][C:15]([N:19]([CH3:21])[CH3:20])=[CH:16][CH:17]=3)[C:11](=[O:12])[O:10]2)=[CH:5][CH:4]=1.[C:22]1([C:28]2[NH:29][C:30]3[C:35]([CH:36]=2)=[CH:34][CH:33]=[CH:32][CH:31]=3)[CH:27]=[CH:26][CH:25]=[CH:24][CH:23]=1>>[CH2:28]([N:29]([CH2:30][CH3:31])[C:4]1[CH:5]=[C:6]([CH:9]2[C:18]3[C:13](=[CH:14][C:15]([N:19]([CH3:21])[CH3:20])=[CH:16][CH:17]=3)[C:11](=[O:12])[O:10]2)[CH:7]=[CH:8][CH:3]=1)[CH3:22].[CH3:20][N:19]([CH3:21])[C:15]1[CH:16]=[CH:17][CH:18]=[CH:13][CH:14]=1.[CH3:1][O:2][C:3]1[CH:8]=[CH:7][C:6]([C:9]2([C:36]3[C:35]4[C:30](=[CH:31][CH:32]=[CH:33][CH:34]=4)[NH:29][C:28]=3[C:22]3[CH:27]=[CH:26][CH:25]=[CH:24][CH:23]=3)[C:18]3[C:13](=[CH:14][C:15]([N:19]([CH3:20])[CH3:21])=[CH:16][CH:17]=3)[C:11](=[O:12])[O:10]2)=[CH:5][CH:4]=1. Procedure: Example 14 was repeated except that 29 g of 3-(p-methoxyphenyl)-6-dimethylaminophthalide and 19.5 g of 2-phenylindole were used, respectively, instead of 33 g of 3-(m-diethylaminophenyl)-6-dimethylaminophthalide and 13 g of dimethylaniline to obtain 24 g of 3-(p-methoxyphenyl)-3-(2-phenylindole-3-yl)-6-dimethylaminophthalide having the following structure whose m.p. was 224°-225° C. in the form of colourless crystals (Recrystallization from benzene-methanol). This compound becomes blue black on ...